Task: describe an organic reaction: reactants, conditions, products, and yield. Dataset: the Open Reaction Database (ORD), a public repository of structured organic reaction records Starting materials: BrC=1C=NC=C(C1)SC (3-bromo-5-methylsulfanyl-pyridine), BrC=1C=CC(=NC1)S(=O)C (5-bromo-2-methanesulfinyl-pyridine). Product: BrC=1C=NC=C(C1)S(=O)C (3-Bromo-5-methanesulfinyl-pyridine). RXN SMILES: [Br:1][C:2]1[CH:3]=[N:4][CH:5]=[C:6]([S:8][CH3:9])[CH:7]=1.BrC1C=CC(S(C)=[O:18])=NC=1>>[Br:1][C:2]1[CH:3]=[N:4][CH:5]=[C:6]([S:8]([CH3:9])=[O:18])[CH:7]=1. Procedure: The title compound was prepared from 3-bromo-5-methylsulfanyl-pyridine following a procedure analogous to that described for 5-bromo-2-methanesulfinyl-pyridine in Example 182. Starting materials: [BH4-], CC(=O)C12CC3CC(CC(C3)C1)C2, CO, Cl, [Na+], [Na+], [OH-], O. Product: CC(O)C12CC3CC(CC(C3)C1)C2. Reaction SMILES: [BH4-:1].[C:3]([CH3:4])(=[O:5])[C:6]12[CH2:7][CH:8]3[CH2:9][CH:10]([CH2:11][CH:12]([CH2:13]1)[CH2:14]3)[CH2:15]2.[CH3:20][OH:21].[ClH:18].[Na+:17].[Na+:2].[OH-:16].[OH2:19]>>[CH:3]([CH3:4])([OH:5])[C:6]12[CH2:7][CH:8]3[CH2:9][CH:10]([CH2:11][CH:12]([CH2:13]1)[CH2:14]3)[CH2:15]2. Starting materials: O=C(Cl)c1ccc(Cl)cc1Cl, Nc1nc(C(Cl)(Cl)Cl)ns1, Cc1ccccc1C. Product: O=C(Nc1nc(C(Cl)(Cl)Cl)ns1)c1ccc(Cl)cc1Cl. As a reaction SMILES: [Cl:11][c:12]1[c:13]([C:14](=[O:15])[Cl:16])[cH:17][cH:18][c:19]([Cl:21])[cH:20]1.[NH2:1][c:2]1[n:3][c:4]([C:7]([Cl:8])([Cl:9])[Cl:10])[n:5][s:6]1.[c:22]1([CH3:23])[c:24]([CH3:25])[cH:26][cH:27][cH:28][cH:29]1>>[NH:1]([c:2]1[n:3][c:4]([C:7]([Cl:8])([Cl:9])[Cl:10])[n:5][s:6]1)[C:14]([c:13]1[c:12]([Cl:11])[cH:20][c:19]([Cl:21])[cH:18][cH:17]1)=[O:15]. Reactants: C(C)(=O)C=1C(=C(SC1SC)C(=O)OCC)C (ethyl 4-acetyl-3-methyl-5-(methylthio)thiophene-2-carboxylate), Cl (hydrochloric acid), [H-].[Na+] (sodium hydride), C(C)(=O)OCC (ethyl acetate). The reagents and catalysts are C1COC2=CC=CC=C2OCCOCCOC3=CC=CC=C3OCCO1 (dibenzo-18-crown-6 ether). The solvent is O1CCCC1 (tetrahydrofuran), C(C)O (ethanol), O1CCCC1 (tetrahydrofuran), O1CCCC1 (tetrahydrofuran). Yields the product CC1=C(SC(=C1C(CC(C)=O)=O)SC)C(=O)OCC (ethyl 3-methyl-5-methylthio-4-(3-oxobutyryl)thiophene-2-carboxylate). The yield is 82.6%. As a reaction SMILES: [H-].[Na+].[C:3](OCC)(=[O:5])[CH3:4].[C:9]([C:12]1[C:13]([CH3:24])=[C:14]([C:19]([O:21][CH2:22][CH3:23])=[O:20])[S:15][C:16]=1[S:17][CH3:18])(=[O:11])[CH3:10].Cl>O1CCCC1.C1OCCOC2C(=CC=CC=2)OCCOCCOC2C(=CC=CC=2)OC1.C(O)C>[CH3:24][C:13]1[C:12]([C:9](=[O:11])[CH2:10][C:3](=[O:5])[CH3:4])=[C:16]([S:17][CH3:18])[S:15][C:14]=1[C:19]([O:21][CH2:22][CH3:23])=[O:20] |f:0.1|. Procedure: To a suspension containing 60% sodium hydride (0.64 g, 15.9 mmol) and ethyl acetate (8.16 g, 92.9 mmol) in tetrahydrofuran (5 ml) were added in turn at room temperature a solution containing ethyl 4-acetyl-3-methyl-5-(methylthio)thiophene-2-carboxylate (2.0 g, 7.7 mmol) and ethanol (0.5 ml) in tetrahydrofuran (10 ml) and a solution containing dibenzo-18-crown-6 ether (0.04 mg) in tetrahydrofuran (5 ml), and the mixture was heated under reflux for 2 hours. The reaction solution was allowed to coo... The reactants are [BH4-].[Li+] (Lithium borohydride), COC(=O)C=1OC2=C(N1)CN(C2)C(=O)OC(C)(C)C (4,6-dihydro-5H-pyrrolo[3,4-d]oxazole-2,5-dicarboxylic acid 5-(1,1-dimethylethyl) 2-methyl ester). Run in CO (MeOH), C1CCOC1 (THF), [NH4+].[Cl-] (NH4Cl). Run at time 30 minute. Product: CC(C)(C)OC(=O)N1CC=2N=C(OC2C1)CO (4,6-dihydro-2-(hydroxymethyl)-5H-pyrrolo[3,4-d]oxazole-5-carboxylic acid 1,1-dimethylethyl ester). Isolated yield 95.4%. As a reaction SMILES: [BH4-].[Li+].C[O:4][C:5]([C:7]1[O:8][C:9]2[CH2:14][N:13]([C:15]([O:17][C:18]([CH3:21])([CH3:20])[CH3:19])=[O:16])[CH2:12][C:10]=2[N:11]=1)=O>CO.C1COCC1.[NH4+].[Cl-]>[CH3:21][C:18]([O:17][C:15]([N:13]1[CH2:14][C:9]2[O:8][C:7]([CH2:5][OH:4])=[N:11][C:10]=2[CH2:12]1)=[O:16])([CH3:19])[CH3:20] |f:0.1,5.6|. Procedure: Lithium borohydride (0.015 g, 0.72 mmol) was added to a stirred solution of 4,6-dihydro-5H-pyrrolo[3,4-d]oxazole-2,5-dicarboxylic acid 5-(1,1-dimethylethyl) 2-methyl ester (0.064 g, 0.24 mmol) in a mixture of MeOH (0.6 mL) and THF (1 mL) at 0° C. The mixture was stirred at room temperature for 30 minutes, diluted with a saturated solution of NH4Cl and extracted with DCM. The organic layer was separated, dried (Na2SO4), filtered and the solvents evaporated in vacuo to yield 4,6-dihydro-2-(hydroxy... Starting materials: O (water), C1(CCC2=CC=CC=C12)=O (1-Indanone), [H-].[Na+] (sodium hydride), C(=O)OCC (ethyl formate). Solvent: C1(=CC=CC=C1)C (toluene), C1(=CC=CC=C1)C (toluene). Run at time 17 hour. Product: OC=C1C(C2=CC=CC=C2C1)=O (2-Hydroxymethylene-indan-1-one). RXN SMILES: [C:1]1(=[O:10])[C:9]2[C:4](=[CH:5][CH:6]=[CH:7][CH:8]=2)[CH2:3][CH2:2]1.[H-].[Na+].[CH:13](OCC)=[O:14].O>C1(C)C=CC=CC=1>[OH:14][CH:13]=[C:2]1[CH2:3][C:4]2[C:9](=[CH:8][CH:7]=[CH:6][CH:5]=2)[C:1]1=[O:10] |f:1.2|. Procedure details: 1-Indanone (Aldrich) (5.0 g, 37.8 mmol) in toluene (25 cm3) was added dropwise, to a stirring solution of sodium hydride (Aldrich) (1.8 g, 45.4 mmol 60% w/w dispersion in oil), ethyl formate (Aldrich) (5.6 g, 75.6 mmol) and toluene (50 cm3), under nitrogen, at 0° C. The reaction was stirred for 17 hours before adding water (50 cm3). The organic layer was washed with water and 2M NaOH. The combined aqueous extracts were acidified with 10 M HCl and the precipitate extracted with dichloromethane. T... Reactants: C, CNc1nc(-c2cccc(NC(=O)c3ccc(OCc4ccccc4)cc3)c2)c2cc(OC)c(OC)cc2n1, CCOC(C)=O, [H][H], C1CCOC1, [Pd]. The product is CNc1nc(-c2cccc(NC(=O)c3ccc(O)cc3)c2)c2cc(OC)c(OC)cc2n1. Reaction SMILES: [C:48].[CH2:1]([c:2]1[cH:3][cH:4][cH:5][cH:6][cH:7]1)[O:8][c:9]1[cH:10][cH:11][c:12]([C:13](=[O:14])[NH:15][c:16]2[cH:17][c:18](-[c:22]3[n:23][c:24]([NH:36][CH3:37])[n:25][c:26]4[cH:27][c:28]([O:34][CH3:35])[c:29]([O:32][CH3:33])[cH:30][c:31]34)[cH:19][cH:20][cH:21]2)[cH:38][cH:39]1.[CH3:40][CH2:41][O:42][C:43](=[O:44])[CH3:45].[H:46][H:47].[O:50]1[CH2:51][CH2:52][CH2:53][CH2:54]1.[Pd:49]>>[OH:8][c:9]1[cH:10][cH:11][c:12]([C:13](=[O:14])[NH:15][c:16]2[cH:17][c:18](-[c:22]3[n:23][c:24]([NH:36][CH3:37])[n:25][c:26]4[cH:27][c:28]([O:34][CH3:35])[c:29]([O:32][CH3:33])[cH:30][c:31]34)[cH:19][cH:20][cH:21]2)[cH:38][cH:39]1. Reactants: ClCCl, COC(=O)C(C)(C)CCCc1ccc(C(=O)O)cc1, CN(C)C=O, O=C(Cl)C(=O)Cl. Product: COC(=O)C(C)(C)CCCc1ccc(C(=O)Cl)cc1. As a reaction SMILES: [CH2:31]([Cl:32])[Cl:33].[CH3:1][O:2][C:3](=[O:4])[C:5]([CH2:6][CH2:7][CH2:8][c:9]1[cH:10][cH:11][c:12]([C:13](=[O:14])[OH:15])[cH:16][cH:17]1)([CH3:18])[CH3:19].[CH3:26][N:27]([CH3:28])[CH:29]=[O:30].[Cl:20][C:21]([C:22]([Cl:23])=[O:24])=[O:25]>>[CH3:1][O:2][C:3](=[O:4])[C:5]([CH2:6][CH2:7][CH2:8][c:9]1[cH:10][cH:11][c:12]([C:13](=[O:14])[Cl:20])[cH:16][cH:17]1)([CH3:18])[CH3:19]. Starting materials: CN1C(NC=C(C1=O)C(=O)O)=O (3-methyluracil-5-carboxylic acid), Cl (HCl). The product is CN1C(NC=C(C1=O)CCl)=O (3-methyl-5-chloromethyl uracil). The yield is 52.0%. As a reaction SMILES: [CH3:1][N:2]1[C:7](=[O:8])[C:6]([C:9](O)=O)=[CH:5][NH:4][C:3]1=[O:12].[ClH:13]>>[CH3:1][N:2]1[C:7](=[O:8])[C:6]([CH2:9][Cl:13])=[CH:5][NH:4][C:3]1=[O:12]. Reported procedure: 3-methyluracil-5-carboxylic acid was treated with HCl and CH2 using standard chloromethylation conditions to give 3-methyl-5-chloromethyl uracil in 52% yield (following standard work-up and recrystallization from ethyl acetate). NMR (DMSO-d6): chemical shifts, peak integrations L D2O exchange experiments diagnostic for structure.